Task: describe an organic reaction: reactants, conditions, products, and yield. Dataset: the Open Reaction Database (ORD), a public repository of structured organic reaction records The reactants are CC(C)(C)[O-], COCCOC, OCCC1CC1, Nc1nc(Cl)nc2c1ncn2C1CCCCO1, [Na+], O. Yields the product Nc1nc(OCCC2CC2)nc2c1ncn2C1CCCCO1. As a reaction SMILES: [CH3:1][C:2]([CH3:3])([O-:4])[CH3:5].[CH3:31][O:32][CH2:33][CH2:34][O:35][CH3:36].[CH:7]1([CH2:10][CH2:11][OH:12])[CH2:8][CH2:9]1.[Cl:13][c:14]1[n:15][c:16]([NH2:29])[c:17]2[n:18][cH:19][n:20]([CH:23]3[O:24][CH2:25][CH2:26][CH2:27][CH2:28]3)[c:21]2[n:22]1.[Na+:6].[OH2:30]>>[CH:7]1([CH2:10][CH2:11][O:12][c:14]2[n:15][c:16]([NH2:29])[c:17]3[n:18][cH:19][n:20]([CH:23]4[O:24][CH2:25][CH2:26][CH2:27][CH2:28]4)[c:21]3[n:22]2)[CH2:8][CH2:9]1. Reactants: sulfonic acid, S(O)(O)(=O)=O (sulfuric acid), C(C1=CC=CC=C1)N(C1=CC=CC=C1)CC (N-benzyl-N-ethylaniline), OS(=O)(=O)O.O=S(=O)=O (oleum). The solvent is O (water). Reaction conditions: temperature 60 celsius. The product is C(C)N(C1=CC=CC=C1)CC=1C(=CC=CC1)S(=O)(=O)O (α-(N-Ethylanilino)-Toluenesulfonic Acid). RXN SMILES: [S:1](=[O:5])(=O)([OH:3])[OH:2].[CH2:6]([N:13]([CH2:20][CH3:21])[C:14]1[CH:19]=[CH:18][CH:17]=[CH:16][CH:15]=1)[C:7]1[CH:12]=[CH:11][CH:10]=[CH:9][CH:8]=1.OS(O)(=O)=O.O=S(=O)=O>O>[CH2:20]([N:13]([CH2:6][C:7]1[C:8]([S:1]([OH:3])(=[O:5])=[O:2])=[CH:9][CH:10]=[CH:11][CH:12]=1)[C:14]1[CH:19]=[CH:18][CH:17]=[CH:16][CH:15]=1)[CH3:21] |f:2.3|. Procedure details: To 30.0 g. of 100% sulfuric acid is added N-benzyl-N-ethylaniline (30.0 g) dropwise below about 50° C. To this solution is added, at 50°-60° C., 60% oleum (30.0 g.) with good stirring. The mixture is stirred and heated at about 60° C. for three hours and then drowned into 200 ml of water. The free sulfonic acid which is mostly the meta isomer with a small amount of para, precipitates on standing and is collected by filtration, washed with water, and dried. N-Benzylanilines containing groups such...